This data is from the Open Reaction Database (ORD), a public repository of structured organic reaction records. The task is: describe an organic reaction: reactants, conditions, products, and yield Reactants: C1CCC2=NCCCN2CC1, CCOC(=O)c1cn(C2CC2)c2nc(Cl)c(F)cc2c1=O, Cl, c1ccncc1, c1cn(C2CCNC2)nn1. The product is CCOC(=O)c1cn(C2CC2)c2nc(N3CCC(n4ccnn4)C3)c(F)cc2c1=O. Reaction SMILES: [CH2:33]1[CH2:34][CH2:35][C:36]2=[N:41][CH2:40][CH2:39][CH2:38][N:37]2[CH2:42][CH2:43]1.[Cl:1][c:2]1[c:3]([F:21])[cH:4][c:5]2[c:6](=[O:20])[c:7]([C:15](=[O:16])[O:17][CH2:18][CH3:19])[cH:8][n:9]([CH:12]3[CH2:13][CH2:14]3)[c:10]2[n:11]1.[ClH:22].[cH:44]1[cH:45][cH:46][n:47][cH:48][cH:49]1.[n:23]1([CH:28]2[CH2:29][NH:30][CH2:31][CH2:32]2)[n:24][n:25][cH:26][cH:27]1>>[c:2]1([N:30]2[CH2:29][CH:28]([n:23]3[n:24][n:25][cH:26][cH:27]3)[CH2:32][CH2:31]2)[c:3]([F:21])[cH:4][c:5]2[c:6](=[O:20])[c:7]([C:15](=[O:16])[O:17][CH2:18][CH3:19])[cH:8][n:9]([CH:12]3[CH2:13][CH2:14]3)[c:10]2[n:11]1.